This data is from the Open Reaction Database (ORD), a public repository of structured organic reaction records. The task is: describe an organic reaction: reactants, conditions, products, and yield Starting materials: Cl (HCl), [OH-].[K+] (potassium hydroxide), O (H2O), COC(NC1=NC(=CC(=N1)OC)C([SeH])C)=O (methyl[4-methoxy-6-(methylselenylmethyl)pyrimidin-2-yl]carbamate). Run in CO (methanol). Reaction conditions: temperature 0 celsius. The product is COC1=NC(=NC(=C1)C([SeH])C)N (4-Methoxy-6-(methylselenylmethyl)-2-pyrimidinamine). As a reaction SMILES: [OH-].[K+].O.COC(=O)[NH:7][C:8]1[N:13]=[C:12]([O:14][CH3:15])[CH:11]=[C:10]([CH:16]([CH3:18])[SeH:17])[N:9]=1.Cl>CO>[CH3:15][O:14][C:12]1[CH:11]=[C:10]([CH:16]([CH3:18])[SeH:17])[N:9]=[C:8]([NH2:7])[N:13]=1 |f:0.1|. Procedure details: To a stirring solution of potassium hydroxide (15.6 mmol) in H2O (77.5 mmol) and 50 ml of methanol was added methyl[4-methoxy-6-(methylselenylmethyl)pyrimidin-2-yl]carbamate (5.2 mmol). The solution was heated to the reflux point for 3 hours, then cooled to 0° C. The solution was neutralized to pH7 with concentrated HCl and then the solvent was removed under reduced pressure. The resulting residue was washed with THF to afford 1.3 g, m.p. 88°-91° C.; NMR (200 MHz, CDCl3): δ 2.01 (s, 3H); 3.48 (s... Reactants: COc1cc(C(=O)N2CCN(c3ccccn3)CC2)c([N+](=O)[O-])cc1OCc1ccccc1, CO. Yields the product COc1cc(C(=O)N2CCN(c3ccccn3)CC2)c(N)cc1OCc1ccccc1. Reaction SMILES: [CH2:1]([c:2]1[cH:3][cH:4][cH:5][cH:6][cH:7]1)[O:8][c:9]1[cH:10][c:11]([N+:31]([O-:32])=[O:33])[c:12]([C:17](=[O:18])[N:19]2[CH2:20][CH2:21][N:22]([c:25]3[n:26][cH:27][cH:28][cH:29][cH:30]3)[CH2:23][CH2:24]2)[cH:13][c:14]1[O:15][CH3:16].[CH3:34][OH:35]>>[CH2:1]([c:2]1[cH:3][cH:4][cH:5][cH:6][cH:7]1)[O:8][c:9]1[cH:10][c:11]([NH2:31])[c:12]([C:17](=[O:18])[N:19]2[CH2:20][CH2:21][N:22]([c:25]3[n:26][cH:27][cH:28][cH:29][cH:30]3)[CH2:23][CH2:24]2)[cH:13][c:14]1[O:15][CH3:16]. The reactants are CC(=O)Cl, CCN(C(C)C)C(C)C, ClCCl, Nc1cnccc1O. The product is CC(=O)Nc1cnccc1O. RXN SMILES: [C:18]([CH3:19])(=[O:20])[Cl:21].[CH2:9]([N:10]([CH:11]([CH3:12])[CH3:13])[CH:14]([CH3:15])[CH3:16])[CH3:17].[Cl:22][CH2:23][Cl:24].[NH2:1][c:2]1[cH:3][n:4][cH:5][cH:6][c:7]1[OH:8]>>[NH:1]([c:2]1[cH:3][n:4][cH:5][cH:6][c:7]1[OH:8])[C:18]([CH3:19])=[O:20]. Starting materials: FC(C1=CC=C(C=C1)C1=CC=C(C=C1)S(=O)(=O)NC(C(=O)O)CC(CSC=1SC2=C(N1)C=CC=C2)O)(F)F (2-[(4′-Trifluoromethyl[1,1′-biphenyl]-4-yl)sulfonyl]amino-4-hydroxy-5-[2-benzothiazolylthio]-pentanoic acid), [OH-].[Li+] (lithium hydroxide). Solvent: C1CCOC1 (THF), O1CCCC1 (tetrahydrofuran), O (water). Reaction conditions: time 2 hour. Yields the product FC(C1=CC=C(C=C1)C1=CC=C(C=C1)S(=O)(=O)NC(C(=O)O)CC(CSC=1SC=CN1)O)(F)F (2-[(4′-Trifluoromethyl[1,1′-biphenyl]-4-yl)sulfonyl]amino-4-hydroxy-5-[2-thiazolylthio]-pentanoic Acid). As a reaction SMILES: [F:1][C:2]([F:38])([F:37])[C:3]1[CH:8]=[CH:7][C:6]([C:9]2[CH:14]=[CH:13][C:12]([S:15]([NH:18][CH:19]([CH2:23][CH:24]([OH:36])[CH2:25][S:26][C:27]3[S:28][C:29]4C=CC=C[C:30]=4[N:31]=3)[C:20]([OH:22])=[O:21])(=[O:17])=[O:16])=[CH:11][CH:10]=2)=[CH:5][CH:4]=1.[OH-].[Li+]>O.C1COCC1>[F:37][C:2]([F:1])([F:38])[C:3]1[CH:8]=[CH:7][C:6]([C:9]2[CH:14]=[CH:13][C:12]([S:15]([NH:18][CH:19]([CH2:23][CH:24]([OH:36])[CH2:25][S:26][C:27]3[S:28][CH:29]=[CH:30][N:31]=3)[C:20]([OH:22])=[O:21])(=[O:17])=[O:16])=[CH:11][CH:10]=2)=[CH:5][CH:4]=1 |f:1.2|. Reported procedure: 2-[(4′-Trifluoromethyl[1,1′-biphenyl]-4-yl)sulfonyl]amino-4-hydroxy-5-[2-benzothiazolylthio]-pentanoic acid: To a solution of 3-[(4′-trifluoromethyl[1,1′-biphenyl]-4-yl)sulfonyl]amino-[2-oxo-5-(thiazol-2-yl)thio]methyl]-tetrahydrofuran 14c (1.13 g, 2.2 mmol) in water (5 mL) and THF (5 mL) is slowly added lithium hydroxide (0.53 g, 22 mmol). The reaction is stirred for 2 hr, then concentrated to dryness. The reaction mixture is diluted with water and then the mixture is extracted with ethyl ether... The reactants are C(CC)(=O)C1=CC2=C(OCO2)C=C1 (5-propanoylbenzo[1,3]dioxol). Reagents/catalysts: [Ru] (Ru/C). Solvent: C(C)(C)O (isopropanol). Yields the product OC(CC)C1=CC2=C(OCO2)C=C1 (5-(α-hydroxypropyl)benzo[1,3]dioxol), dense oil. Reaction SMILES: [C:1]([C:5]1[CH:13]=[CH:12][C:8]2[O:9][CH2:10][O:11][C:7]=2[CH:6]=1)(=[O:4])[CH2:2][CH3:3]>C(O)(C)C.[Ru]>[OH:4][CH:1]([C:5]1[CH:13]=[CH:12][C:8]2[O:9][CH2:10][O:11][C:7]=2[CH:6]=1)[CH2:2][CH3:3]. Procedure details: Into a 250-ml multiple-necked flask were introduced, under nitrogen flow, 30 g of 5-propanoylbenzo[1,3]dioxol (0.268 mol) dissolved in 100 ml of methanol. At 25° C., 7 g of NaBH4 (0.185 mol) dissolved in 50 ml of methanol were dripped in 20 minutes; then the reaction mixture was brought to reflux. After 2 hours the mixture was cooled, the methanol was removed at reduced pressure, and the mixture was diluted with 100 ml of HCl 2M and extracted twice with CH2Cl2. The reunited organic phases were w...